Dataset: the Open Reaction Database (ORD), a public repository of structured organic reaction records. Task: describe an organic reaction: reactants, conditions, products, and yield The reactants are ClC1=CC2=C(C=N1)OC1=CC=C(C=C1[C@]21N=C(OC1)N)C=1C=NC=CC1 ((S)-3-chloro-7-(pyridin-3-yl)-5′H-spiro[chromeno[2,3-c]pyridine-5,4′-oxazol]-2′-amine). Reagents/catalysts: [Pd] (Pd on Carbon). The solvent is CO (MeOH). Run at time 24 hour. Product: N1=CC(=CC=C1)C=1C=C2C(=CC1)OC=1C=NC=CC1[C@@]21N=C(OC1)N ((S)-7-(pyridin-3-yl)-5′H-spiro[chromeno[2,3-c]pyridine-5,4′-oxazol]-2′-amine). Reaction SMILES: Cl[C:2]1[N:7]=[CH:6][C:5]2[O:8][C:9]3[C:14]([C@@:15]4([CH2:19][O:18][C:17]([NH2:20])=[N:16]4)[C:4]=2[CH:3]=1)=[CH:13][C:12]([C:21]1[CH:22]=[N:23][CH:24]=[CH:25][CH:26]=1)=[CH:11][CH:10]=3>CO.[Pd]>[N:23]1[CH:24]=[CH:25][CH:26]=[C:21]([C:12]2[CH:13]=[C:14]3[C@@:15]4([CH2:19][O:18][C:17]([NH2:20])=[N:16]4)[C:4]4[CH:3]=[CH:2][N:7]=[CH:6][C:5]=4[O:8][C:9]3=[CH:10][CH:11]=2)[CH:22]=1. Procedure: To the solution of (S)-3-chloro-7-(pyridin-3-yl)-5′H-spiro[chromeno[2,3-c]pyridine-5,4′-oxazol]-2′-amine (23 mg, 0.063 mmol) in MeOH (2 mL) was added 10% Pd on Carbon (10 mg, 0.073 mmol). The mixture was hydrogenated under 1 atm of H2 for 24 h. After filtration and concentration, the crude material was absorbed onto a plug of silica gel and purified by chromatography through a Redi-Sep pre-packed silica gel column (12 g), eluting with isocratic % to 20% MeOH in CH2CL2, to provide (S)-7-(pyridin-... The reactants are C(C1=CC=CC=C1)NC(=O)C1=C(N=C(S1)N1N=NC(=C1)C(C1=CC=CC=C1)O)C (N-benzyl-2-(4-(hydroxy(phenyl)methyl)-1H-1,2,3-triazol-1-yl)-4-methylthiazole-5-carboxamide), CC(=O)OI1(C=2C=CC=CC2C(=O)O1)(OC(=O)C)OC(=O)C (Dess-Martin periodinane). Run in ClCCl (dichloromethane). Yields the product C(C1=CC=CC=C1)(=O)C=1N=NN(C1)C=1SC(=C(N1)C)C(=O)NCC1=CC=CC=C1 (2-(4-benzoyl-1H-1,2,3-triazol-1-yl)-N-benzyl-4-methylthiazole-5-carboxamide). The yield is 53.0%. As a reaction SMILES: [CH2:1]([NH:8][C:9]([C:11]1[S:15][C:14]([N:16]2[CH:20]=[C:19]([CH:21]([OH:28])[C:22]3[CH:27]=[CH:26][CH:25]=[CH:24][CH:23]=3)[N:18]=[N:17]2)=[N:13][C:12]=1[CH3:29])=[O:10])[C:2]1[CH:7]=[CH:6][CH:5]=[CH:4][CH:3]=1.CC(OI1(OC(C)=O)(OC(C)=O)OC(=O)C2C=CC=CC1=2)=O>ClCCl>[C:21]([C:19]1[N:18]=[N:17][N:16]([C:14]2[S:15][C:11]([C:9]([NH:8][CH2:1][C:2]3[CH:7]=[CH:6][CH:5]=[CH:4][CH:3]=3)=[O:10])=[C:12]([CH3:29])[N:13]=2)[CH:20]=1)(=[O:28])[C:22]1[CH:23]=[CH:24][CH:25]=[CH:26][CH:27]=1. Procedure: A solution of N-benzyl-2-(4-(hydroxy(phenyl)methyl)-1H-1,2,3-triazol-1-yl)-4-methylthiazole-5-carboxamide (0.18 g, 0.44 mmol) and Dess-Martin periodinane (0.28 g, 0.67 mmol) in dichloromethane (20 mL) was stirred at ambient temperature for 3 hours and washed with 10% aqueous solution of sodium thiosulfate (20 mL) and saturated aqueous sodium bicarbonate (20 mL). The organic layer was dried over anhydrous sodium sulphate, filtered and concentrated in vacuo. The residue was purified by column chro...